Dataset: the Open Reaction Database (ORD), a public repository of structured organic reaction records. Task: describe an organic reaction: reactants, conditions, products, and yield The reactants are C(C)(=O)C1NCCC=2C3=CC=CC=C3N(C12)CC1=CC=CC=C1 (acetyl 9-benzyl-1,2,3,4-tetrahydro-β-carboline), Cl (HCl). Run in [OH-].[Na+] (NaOH), CO.O (methanol water), C(C)OCC (diethyl ether). The product is hydrochloride salt, C(C1=CC=CC=C1)N1C2=CC=CC=C2C=2CCNCC12 (9-benzyl-1,2,3,4-tetrahydro-β-carboline). As a reaction SMILES: C([CH:4]1[C:16]2[N:15]([CH2:17][C:18]3[CH:23]=[CH:22][CH:21]=[CH:20][CH:19]=3)[C:14]3[C:9](=[CH:10][CH:11]=[CH:12][CH:13]=3)[C:8]=2[CH2:7][CH2:6][NH:5]1)(=O)C.Cl>[OH-].[Na+].CO.O.C(OCC)C>[CH2:17]([N:15]1[C:16]2[CH2:4][NH:5][CH2:6][CH2:7][C:8]=2[C:9]2[C:14]1=[CH:13][CH:12]=[CH:11][CH:10]=2)[C:18]1[CH:23]=[CH:22][CH:21]=[CH:20][CH:19]=1 |f:2.3,4.5|. Reported procedure: A portion of the Orude -acetyl 9-benzyl-1,2,3,4-tetrahydro-β-carboline (1.7 g) was heated at reflux for 4.5 hours in 2 N NaOH (50 mL) in methanol:water 2:3, v/v). The methanol was removed by evaporation under vacuum, and the crude 9-benzyl-1,2,3,4-tetrahydro-β-carboline free base was extracted into chloroform. This extract was dried over anhydrous MgSO4, filtered, and the filtrate evaporated under vacuum. The hydrochloride salt was prepared by passing dry HCl through a solution of the crude free...